This data is from the Open Reaction Database (ORD), a public repository of structured organic reaction records. The task is: describe an organic reaction: reactants, conditions, products, and yield The reactants are N[C@H](CO)CC ((S)-(+)-2-aminobutan-1-ol), CCN(C(C)C)C(C)C (DIEA), CCCCCC (hexane), C(C1=CC=CC=C1)(C1=CC=CC=C1)(C1=CC=CC=C1)Cl (trityl chloride). Procedure details: To a stirred solution of (S)-(+)-2-aminobutan-1-ol (10 g, 1 eq, 112.18 mmol) in DCM (500 mL) under an argon atmosphere at room temperature, was added DIEA (30 mL, 1.54 eq, 172.22 mmol) followed by trityl chloride (35.4 mL, 1.13 eq, 126.98 mmol). The reaction mixture was stirred at this temperature for 48 h, when TLC (hexane:ether:MeOH; 55:40:5) indicated that the reaction had gone to completion. The solvent was evaporated in vacuo and the residue precipitated from acetone (50 mL) with hexane (90... The solvent is C(Cl)Cl (DCM), CCOCC (ether), CO (MeOH). Reaction conditions: time 48 hour. Product: C(C1=CC=CC=C1)(C1=CC=CC=C1)(C1=CC=CC=C1)N[C@H](CO)CC ((S)-2-(Trityl-amino)-butan-1-ol). As a reaction SMILES: [NH2:1][C@@H:2]([CH2:5][CH3:6])[CH2:3][OH:4].CCN(C(C)C)C(C)C.[C:16](Cl)([C:29]1[CH:34]=[CH:33][CH:32]=[CH:31][CH:30]=1)([C:23]1[CH:28]=[CH:27][CH:26]=[CH:25][CH:24]=1)[C:17]1[CH:22]=[CH:21][CH:20]=[CH:19][CH:18]=1.CCCCCC>C(Cl)Cl.CO.CCOCC>[C:16]([NH:1][C@@H:2]([CH2:5][CH3:6])[CH2:3][OH:4])([C:17]1[CH:22]=[CH:21][CH:20]=[CH:19][CH:18]=1)([C:29]1[CH:30]=[CH:31][CH:32]=[CH:33][CH:34]=1)[C:23]1[CH:24]=[CH:25][CH:26]=[CH:27][CH:28]=1.